From a dataset of the Open Reaction Database (ORD), a public repository of structured organic reaction records. describe an organic reaction: reactants, conditions, products, and yield Reactants: CCN(C(C)C)C(C)C (Hünig's base), [B-](F)(F)(F)F.CCOC(=O)C(=NOC(=[N+](C)C)N(C)C)C#N (TOTU), C(C)(C)(C)C=1C=C(C(=O)O)C=C(C1)OCCCOC1OCCCC1 (3-tert-Butyl-5-[3-(tetrahydropyran-2-yloxy)propoxy]benzoic acid), Cl.CNOC (N,O-dimethylhydroxylaminehydrochloride). Run in CN(C)C=O (DMF), CN(C)C=O (DMF). Conditions: time 2 hour. Product: C(C)(C)(C)C=1C=C(C(=O)N(C)OC)C=C(C1)OCCCOC1OCCCC1 (3-tert-Butyl-N-methoxy-N-methyl-5-[3-(tetrahydropyran-2-yloxy)propoxy]benzamide). Yield: 99.4%. RXN SMILES: [C:1]([C:5]1[CH:6]=[C:7]([CH:11]=[C:12]([O:14][CH2:15][CH2:16][CH2:17][O:18][CH:19]2[CH2:24][CH2:23][CH2:22][CH2:21][O:20]2)[CH:13]=1)[C:8]([OH:10])=O)([CH3:4])([CH3:3])[CH3:2].Cl.[CH3:26][NH:27][O:28][CH3:29].CCN(C(C)C)C(C)C.[B-](F)(F)(F)F.CCOC(C(C#N)=NOC(N(C)C)=[N+](C)C)=O>CN(C=O)C>[C:1]([C:5]1[CH:6]=[C:7]([CH:11]=[C:12]([O:14][CH2:15][CH2:16][CH2:17][O:18][CH:19]2[CH2:24][CH2:23][CH2:22][CH2:21][O:20]2)[CH:13]=1)[C:8]([N:27]([O:28][CH3:29])[CH3:26])=[O:10])([CH3:2])([CH3:3])[CH3:4] |f:1.2,4.5|. Procedure: 3-tert-Butyl-5-[3-(tetrahydropyran-2-yloxy)propoxy]benzoic acid (O4.059; 4.90 g) and N,O-dimethylhydroxylaminehydrochloride (1.42 g) were dissolved in DMF (80 ml) and admixed with Hünig's base (4.81 ml) and TOTU (4.78 g). After stirring for 2 h, the mixture was left to stand overnight. Then the DMF was drawn off, the mixture was partitioned between EA and saturated sodium hydrogencarbonate solution, and the EA phase was removed, dried over magnesium sulfate, filtered and concentrated. 5.49 g of ... Starting materials: C(C)(=O)OCC(C(Cl)C1=CC=C(CC=2C=NC=CC2)C=C1)C (3-[p-(3-acetoxy-1-chloro-2-methylpropyl)benzyl]pyridine), C[O-].[Na+] (sodium methoxide), C(C)(=O)O (acetic acid). Run in CO (methanol), C(C)(=O)OCC (ethyl acetate). The product is ClC(C(CO)C)C1=CC=C(CC=2C=NC=CC2)C=C1 (3-[p-(1-chloro-3-hydroxy-2-methylpropyl)benzyl]pyridine). The yield is 62.3%. RXN SMILES: C([O:4][CH2:5][CH:6]([CH3:22])[CH:7]([C:9]1[CH:21]=[CH:20][C:12]([CH2:13][C:14]2[CH:15]=[N:16][CH:17]=[CH:18][CH:19]=2)=[CH:11][CH:10]=1)[Cl:8])(=O)C.C[O-].[Na+].C(O)(=O)C>CO.C(OCC)(=O)C>[Cl:8][CH:7]([C:9]1[CH:21]=[CH:20][C:12]([CH2:13][C:14]2[CH:15]=[N:16][CH:17]=[CH:18][CH:19]=2)=[CH:11][CH:10]=1)[CH:6]([CH3:22])[CH2:5][OH:4] |f:1.2|. Procedure details: In 10 ml of methanol was dissolved 740 mg of 3-[p-(3-acetoxy-1-chloro-2-methylpropyl)benzyl]pyridine, and to the resulting solution was added 40 mg of sodium methoxide with ice-cooling, after which the resulting mixture was subjected to reaction at room temperature for 30 minutes. To the reaction mixture was added 0.1 ml of acetic acid, and the solvent was removed by distillation under reduced pressure, after which the residue thus obtained was dissolved in 10 ml of ethyl acetate. The resulting ... Starting materials: FC1=C(C=CC=C1)C1=NCC=2N(C3=C1C=C(C=C3)I)C(=NN2)C (6-(2-Fluorophenyl)-8-iodo-1-methyl-4H[1,2,4]triazolo[4,3-a] [1,4]benzodiazepine), O (water), C#C (acetylene), CN1CC(N(C2=C(C1=O)C=CC=C2)CC#C)=O (3,4-dihydro-4-methyl-1-(2-propynyl)-1H-1,4-benzodiazepine 2,5-dione), C(C)(=O)OCC (ethyl acetate). Yields the product FC1=C(C=CC=C1)C1=NCC=2N(C3=C1C=C(C=C3)C#CCN3C(CN(C(C1=C3C=CC=C1)=O)C)=O)C(=NN2)C (1-[3-[6-(2-Fluorophenyl)-1-methyl-4H-[1,2,4]triazolo[4,3-a][1,4]benzodiazepin-8-yl]-2-propynyl]-3,4-dihydro-4-methyl-1H-1,4-benzodiazepine-2,5-dione). Reaction SMILES: [F:1][C:2]1[CH:7]=[CH:6][CH:5]=[CH:4][C:3]=1[C:8]1[C:14]2[CH:15]=[C:16](I)[CH:17]=[CH:18][C:13]=2[N:12]2[C:20]([CH3:23])=[N:21][N:22]=[C:11]2[CH2:10][N:9]=1.[CH3:24][N:25]1[C:31](=[O:32])[C:30]2[CH:33]=[CH:34][CH:35]=[CH:36][C:29]=2[N:28]([CH2:37][C:38]#[CH:39])[C:27](=[O:40])[CH2:26]1.C(OCC)(=O)C.O.C#C>>[F:1][C:2]1[CH:7]=[CH:6][CH:5]=[CH:4][C:3]=1[C:8]1[C:14]2[CH:15]=[C:16]([C:39]#[C:38][CH2:37][N:28]3[C:29]4[CH:36]=[CH:35][CH:34]=[CH:33][C:30]=4[C:31](=[O:32])[N:25]([CH3:24])[CH2:26][C:27]3=[O:40])[CH:17]=[CH:18][C:13]=2[N:12]2[C:20]([CH3:23])=[N:21][N:22]=[C:11]2[CH2:10][N:9]=1. Procedure details: Coupling of 6-(2-Fluorophenyl)-8-iodo-1-methyl-4H[1,2,4]triazolo[4,3-a] [1,4]benzodiazepine with 3,4-dihydro-4-methyl-1-(2-propynyl)-1H-1,4-benzodiazepine 2,5-dione as described in example 17 gave after chromatography and crystallization from ethyl acetate colorless crystals with m.p. 179°-182° C. The crystals of the title compound contained according to analytical and nmr-data 0.16 mol of ethyl acetate and 0.66 mol of water. The preparation of the required acetylene is described in Example 54. Starting materials: CC(C)(C)C(=O)Oc1cccc2ccccc12 (substrate), CCCCN=C=O (effective_coupling_partner). Reagents/catalysts: dppf. Conditions: temperature 90 celsius, time 24 hour. The product is CCCCNC(=O)c1cccc2ccccc12. Reactants: CO, ClCCl, O=[N+]([O-])c1cc(I)cc(CF)c1, [Na+], [OH-]. The product is Nc1cc(I)cc(CF)c1. RXN SMILES: [CH3:18][OH:19].[Cl:13][CH2:14][Cl:15].[I:1][c:2]1[cH:3][c:4]([CH2:5][F:6])[cH:7][c:8]([N+:10]([O-:11])=[O:12])[cH:9]1.[Na+:17].[OH-:16]>>[I:1][c:2]1[cH:3][c:4]([CH2:5][F:6])[cH:7][c:8]([NH2:10])[cH:9]1. Reactants: Oc1ncc(Br)c2ccccc12, N#C[Cu]C#N, N#C[Na]. Product: N#Cc1cnc(O)c2ccccc12. As a reaction SMILES: [Br:1][c:2]1[cH:3][n:4][c:5]([OH:12])[c:6]2[cH:7][cH:8][cH:9][cH:10][c:11]12.[Cu:13]([C:14]#[N:15])[C:16]#[N:17].[Na:18][C:19]#[N:20]>>[c:2]1([C:14]#[N:15])[cH:3][n:4][c:5]([OH:12])[c:6]2[cH:7][cH:8][cH:9][cH:10][c:11]12. The reactants are C(C1=CC=CC=C1)OC1=CC=C(C=C1)C(CCl)=O (1-(4-benzyloxyphenyl)-2-chloroethanone), C1N2CN3CN1CN(C2)C3 (hexamine), C(C)O (ethanol), Cl (hydrochloric acid). Solvent: C(Cl)(Cl)Cl (chloroform). Run at time 8 hour. Yields the product Cl.NCC(=O)C1=CC=C(C=C1)OCC1=CC=CC=C1 (2-amino-1-(4-benzyloxyphenyl)ethanone hydrochloride). Isolated yield 66.9%. RXN SMILES: [CH2:1]([O:8][C:9]1[CH:14]=[CH:13][C:12]([C:15](=[O:18])[CH2:16][Cl:17])=[CH:11][CH:10]=1)[C:2]1[CH:7]=[CH:6][CH:5]=[CH:4][CH:3]=1.C1N2CN3CN(C2)C[N:20]1C3.C(O)C.Cl>C(Cl)(Cl)Cl>[ClH:17].[NH2:20][CH2:16][C:15]([C:12]1[CH:13]=[CH:14][C:9]([O:8][CH2:1][C:2]2[CH:7]=[CH:6][CH:5]=[CH:4][CH:3]=2)=[CH:10][CH:11]=1)=[O:18] |f:5.6|. Reported procedure: 78 g of 1-(4-benzyloxyphenyl)-2-chloroethanone and 63 g of hexamine are dissolved in 2.2 liters of chloroform, and the mixture is stirred at room temperature overnight. The mixture is condensed to a volume of 1.1 liters, and refluxed for 3 hours. After cooling, the precipitated crystals are collected by filtration, washed and then dried. The colorless crystals thus obtained are added to a mixture of 750 ml of ethanol and 120 ml of conc. hydrochloric acid, and the mixture is refluxed for 50 minut... The reactants are C1CCOC1, CO, COC(=O)C(F)C(=O)Nc1ccc(-c2ccccc2)cc1, [Li+], [OH-], O, O. Product: O=C(O)C(F)C(=O)Nc1ccc(-c2ccccc2)cc1. Reaction SMILES: [CH2:25]1[O:26][CH2:27][CH2:28][CH2:29]1.[CH3:31][OH:32].[CH3:4][O:5][C:6]([CH:7]([C:8](=[O:9])[NH:10][c:11]1[cH:12][cH:13][c:14](-[c:17]2[cH:18][cH:19][cH:20][cH:21][cH:22]2)[cH:15][cH:16]1)[F:23])=[O:24].[Li+:2].[OH-:1].[OH2:30].[OH2:3]>>[O:5]=[C:6]([CH:7]([C:8](=[O:9])[NH:10][c:11]1[cH:12][cH:13][c:14](-[c:17]2[cH:18][cH:19][cH:20][cH:21][cH:22]2)[cH:15][cH:16]1)[F:23])[OH:24].